Dataset: the Open Reaction Database (ORD), a public repository of structured organic reaction records. Task: describe an organic reaction: reactants, conditions, products, and yield The reactants are CC(=O)OC(C)=O, N#Cc1ccc(NS(=O)(=O)c2ccc(Cl)cc2)cc1, O, O=[N+]([O-])O. Product: N#Cc1ccc(NS(=O)(=O)c2ccc(Cl)cc2)c([N+](=O)[O-])c1. RXN SMILES: [CH3:25][C:26]([O:27][C:28](=[O:29])[CH3:30])=[O:31].[Cl:1][c:2]1[cH:3][cH:4][c:5]([S:8](=[O:9])(=[O:10])[NH:11][c:12]2[cH:13][cH:14][c:15]([C:18]#[N:19])[cH:16][cH:17]2)[cH:6][cH:7]1.[OH2:24].[OH:20][N+:21]([O-:22])=[O:23]>>[Cl:1][c:2]1[cH:3][cH:4][c:5]([S:8](=[O:9])(=[O:10])[NH:11][c:12]2[c:13]([N+:21](=[O:20])[O-:22])[cH:14][c:15]([C:18]#[N:19])[cH:16][cH:17]2)[cH:6][cH:7]1.